This data is from the Open Reaction Database (ORD), a public repository of structured organic reaction records. The task is: describe an organic reaction: reactants, conditions, products, and yield The reactants are ClC1=C(C=CC=C1)N1N=C(C=C1SC1=NC=C(C=C1)C)C=O (1-(2-chlorophenyl)-5-[(5-methylpyridin-2-yl)thio]-1H-pyrazole-3-carbaldehyde), CN.CO (methylamine methanol), CO (methanol). Solvent: O1CCCC1 (tetrahydrofuran). Conditions: time 16 hour. The product is ClC1=C(C=CC=C1)N1N=C(C=C1SC1=NC=C(C=C1)C)CNC (1-{1-(2-chlorophenyl)-5-[(5-methylpyridin-2-yl)thio]-1H-pyrazol-3-yl}-N-methylmethanamine). Isolated yield 98.0%. Reaction SMILES: [Cl:1][C:2]1[CH:7]=[CH:6][CH:5]=[CH:4][C:3]=1[N:8]1[C:12]([S:13][C:14]2[CH:19]=[CH:18][C:17]([CH3:20])=[CH:16][N:15]=2)=[CH:11][C:10]([CH:21]=O)=[N:9]1.[CH3:23][NH2:24].CO.CO>O1CCCC1>[Cl:1][C:2]1[CH:7]=[CH:6][CH:5]=[CH:4][C:3]=1[N:8]1[C:12]([S:13][C:14]2[CH:19]=[CH:18][C:17]([CH3:20])=[CH:16][N:15]=2)=[CH:11][C:10]([CH2:21][NH:24][CH3:23])=[N:9]1 |f:1.2|. Reported procedure: To a solution of 1-(2-chlorophenyl)-5-[(5-methylpyridin-2-yl)thio]-1H-pyrazole-3-carbaldehyde (422 mg) in tetrahydrofuran (4 mL) were added 40% methylamine-methanol solution (1.3 mL) and methanol (4 mL) at 0° C. The mixture was stirred at room temperature for 16 hr, and concentrated under reduced pressure. The residue was dissolved in methanol (4 mL), sodium borohydride (60 mg) was added at 0° C., and the mixture was stirred at room temperature for 1 hr. The reaction mixture was concentrated und... Reactants: OOS(=O)[O-].[K+] (OXONE), CCOC(=O)C (EtOAc), C=CC1=CC=CC=C1 (Styrene), [O-]S(=O)[O-].[Na+].[Na+] (Na2SO3). The reagents and catalysts are O=[Os](=O)(=O)=O (OsO4). Solvent: CN(C)C=O (DMF). Run at time 5 minute. Yields the product C(C1=CC=CC=C1)(=O)O (Benzoic acid). Isolated yield 94.0%. As a reaction SMILES: [CH2:1]=[CH:2][C:3]1C=CC=[CH:5][CH:4]=1.OOS([O-])=O.[K+].[O-]S([O-])=O.[Na+].[Na+].CC[O:23][C:24]([CH3:26])=[O:25]>CN(C=O)C.O=[Os](=O)(=O)=O>[C:24]([OH:23])(=[O:25])[C:26]1[CH:5]=[CH:4][CH:3]=[CH:2][CH:1]=1 |f:1.2,3.4.5|. Reported procedure: Styrene (100 mg) was dissolved in DMF (10 mL), and OsO4 (0.12 mL, 2.5% in tBuOH) was added and stirred for 5 min. OXONE (2.36 g) was added in one portion and the reaction had a final volume (13 mL). The reaction was stirred at room temperature for 3 hours or until the solution becomes colorless. This usually marks the completion of the reaction which was verified by TLC or GC. Na2SO3 (600 mg) was added, to reduce the remaining Os(VIII), and stirred for an additional hour or until solution became...